This data is from the Open Reaction Database (ORD), a public repository of structured organic reaction records. The task is: describe an organic reaction: reactants, conditions, products, and yield The reactants are CCOC(=O)CCc1c[nH]nc1OCC, CN(C)C=O, COc1ccc(CCl)cc1OCc1nc(-c2ccccc2)oc1C, [H-], [Na+], O. The product is CCOC(=O)CCc1cn(Cc2ccc(OC)c(OCc3nc(-c4ccccc4)oc3C)c2)nc1OCC. As a reaction SMILES: [CH2:3]([CH3:4])[O:5][c:6]1[n:7][nH:8][cH:9][c:10]1[CH2:11][CH2:12][C:13](=[O:14])[O:15][CH2:16][CH3:17].[CH3:43][N:44]([CH3:45])[CH:46]=[O:47].[Cl:18][CH2:19][c:20]1[cH:21][cH:22][c:23]([O:40][CH3:41])[c:24]([O:25][CH2:26][c:27]2[n:28][c:29](-[c:33]3[cH:34][cH:35][cH:36][cH:37][cH:38]3)[o:30][c:31]2[CH3:32])[cH:39]1.[H-:1].[Na+:2].[OH2:42]>>[CH2:3]([CH3:4])[O:5][c:6]1[n:7][n:8]([CH2:19][c:20]2[cH:21][cH:22][c:23]([O:40][CH3:41])[c:24]([O:25][CH2:26][c:27]3[n:28][c:29](-[c:33]4[cH:34][cH:35][cH:36][cH:37][cH:38]4)[o:30][c:31]3[CH3:32])[cH:39]2)[cH:9][c:10]1[CH2:11][CH2:12][C:13](=[O:14])[O:15][CH2:16][CH3:17].